From a dataset of the Open Reaction Database (ORD), a public repository of structured organic reaction records. describe an organic reaction: reactants, conditions, products, and yield Reactants: C1(CC1)COC1=C(C=C(C(=C1)OC)F)C=1C2=C(N=CN1)C(=C(N2)C)C(=O)OCC (ethyl 4-(2-cyclopropylmethoxy-5-fluoro-4-methoxy-phenyl)-6-methyl-5H-pyrrolo[3,2-d]pyrimidine-7-carboxylate), ClCOCC[Si](C)(C)C ((2-chloromethoxy-ethyl)-trimethyl-silane). Yields the product C1(CC1)COC1=C(C=C(C(=C1)OC)F)C=1C2=C(N=CN1)C(=C(N2COCC[Si](C)(C)C)C)C(=O)OCC (Ethyl 4-[2-(cyclopropylmethoxy)-5-fluoro-4-methoxyphenyl]-6-methyl-5-{[2-(trimethylsilyl)ethoxy]methyl}-5H-pyrrolo[3,2-d]pyrimidine-7-carboxylate). As a reaction SMILES: [CH:1]1([CH2:4][O:5][C:6]2[CH:11]=[C:10]([O:12][CH3:13])[C:9]([F:14])=[CH:8][C:7]=2[C:15]2[C:16]3[NH:23][C:22]([CH3:24])=[C:21]([C:25]([O:27][CH2:28][CH3:29])=[O:26])[C:17]=3[N:18]=[CH:19][N:20]=2)[CH2:3][CH2:2]1.Cl[CH2:31][O:32][CH2:33][CH2:34][Si:35]([CH3:38])([CH3:37])[CH3:36]>>[CH:1]1([CH2:4][O:5][C:6]2[CH:11]=[C:10]([O:12][CH3:13])[C:9]([F:14])=[CH:8][C:7]=2[C:15]2[C:16]3[N:23]([CH2:31][O:32][CH2:33][CH2:34][Si:35]([CH3:38])([CH3:37])[CH3:36])[C:22]([CH3:24])=[C:21]([C:25]([O:27][CH2:28][CH3:29])=[O:26])[C:17]=3[N:18]=[CH:19][N:20]=2)[CH2:3][CH2:2]1. Reported procedure: Starting from ethyl 4-(2-cyclopropylmethoxy-5-fluoro-4-methoxy-phenyl)-6-methyl-5H-pyrrolo[3,2-d]pyrimidine-7-carboxylate (example D.a12) and commercially available (2-chloromethoxy-ethyl)-trimethyl-silane the title compound is obtained as yellow viscous oil. Starting materials: ClCC(=O)N(C1=CC=C(C=C1)F)C(C)C (N-chloroacetyl-N-isopropyl-4-fluoroaniline), C([O-])([O-])=O.[Na+].[Na+] (sodium carbonate), O (water). Solvent: CN1C(CCC1)=O (N-methylpyrrolidone). Run at time 2.5 hour. Yields the product OCC(=O)N(C1=CC=C(C=C1)F)C(C)C (N-hydroxyacetyl-N-isopropyl-(4-fluoroaniline)). As a reaction SMILES: Cl[CH2:2][C:3]([N:5]([CH:13]([CH3:15])[CH3:14])[C:6]1[CH:11]=[CH:10][C:9]([F:12])=[CH:8][CH:7]=1)=[O:4].C(=O)([O-])[O-:17].[Na+].[Na+].O>CN1CCCC1=O>[OH:17][CH2:2][C:3]([N:5]([CH:13]([CH3:15])[CH3:14])[C:6]1[CH:11]=[CH:10][C:9]([F:12])=[CH:8][CH:7]=1)=[O:4] |f:1.2.3|. Procedure details: In a suitable apparatus (500 ml flask), 23.0 g (0.1 mol) of N-chloroacetyl-N-isopropyl-4-fluoroaniline and 11.7 g (0.11 mol) of sodium carbonate are refluxed (100° C.) in a solution of 140 ml of water and 200 ml of N-methylpyrrolidone. After 2.5 hours, the solvent mixture is stripped off in vacuo and the residue distilled at 2 to 3 torr and 132° to 135° C. This gives 18.1 g (86% of theory) of N-hydroxyacetyl-N-isopropyl-(4-fluoroaniline) with a purity of 99.1% (GC). Reactants: CS(C)=O, Cc1ccc([N+](=O)[O-])c(F)c1, N#Cc1c(N)sc2cc(F)ccc12. As a reaction SMILES: [CH3:25][S:26](=[O:27])[CH3:28].[F:14][c:15]1[cH:16][c:17]([CH3:24])[cH:18][cH:19][c:20]1[N+:21](=[O:22])[O-:23].[NH2:1][c:2]1[c:3]([C:12]#[N:13])[c:4]2[c:5]([s:6]1)[cH:7][c:8]([F:11])[cH:9][cH:10]2>>[NH:1]([c:2]1[c:3]([C:12]#[N:13])[c:4]2[c:5]([s:6]1)[cH:7][c:8]([F:11])[cH:9][cH:10]2)[c:15]1[cH:16][c:17]([CH3:24])[cH:18][cH:19][c:20]1[N+:21](=[O:22])[O-:23]. Product: Cc1ccc([N+](=O)[O-])c(Nc2sc3cc(F)ccc3c2C#N)c1.